This data is from the Open Reaction Database (ORD), a public repository of structured organic reaction records. The task is: describe an organic reaction: reactants, conditions, products, and yield Starting materials: ice, C(C)(C)(C)P(C(C)(C)C)C(C)(C)C (tri-tert-butylphosphine), solution, BrC=1C(=C(C=CC1F)N)F (3-bromo-2,4-difluorophenylamine), FC=1C=CC(=C(C#N)C1)B1OC(C(O1)(C)C)(C)C (5-fluoro-2-(4,4,5,5-tetramethyl-[1,3,2]dioxaborolan-2-yl)benzonitrile), [F-].[K+] (potassium fluoride). Reagents/catalysts: C=1C=CC(=CC1)/C=C/C(=O)/C=C/C2=CC=CC=C2.C=1C=CC(=CC1)/C=C/C(=O)/C=C/C2=CC=CC=C2.C=1C=CC(=CC1)/C=C/C(=O)/C=C/C2=CC=CC=C2.[Pd].[Pd] (tris(dibenzylideneacetone)dipalladium(0)). Run in O1CCOCC1 (1,4-dioxane), O1CCCC1 (tetrahydrofuran), O (water). Reaction conditions: temperature 50 celsius, time 10 minute. The product is NC=1C(=C(C(=CC1)F)C=1C(=CC(=CC1)F)C#N)F (3′-amino-4,2′,6′-trifluorobiphenyl-2-carbonitrile). Isolated yield 106.4%. Reaction SMILES: Br[C:2]1[C:3]([F:10])=[C:4]([NH2:9])[CH:5]=[CH:6][C:7]=1[F:8].[F:11][C:12]1[CH:13]=[CH:14][C:15](B2OC(C)(C)C(C)(C)O2)=[C:16]([CH:19]=1)[C:17]#[N:18].[F-].[K+].C(P(C(C)(C)C)C(C)(C)C)(C)(C)C>O1CCCC1.O.O1CCOCC1.C1C=CC(/C=C/C(/C=C/C2C=CC=CC=2)=O)=CC=1.C1C=CC(/C=C/C(/C=C/C2C=CC=CC=2)=O)=CC=1.C1C=CC(/C=C/C(/C=C/C2C=CC=CC=2)=O)=CC=1.[Pd].[Pd]>[NH2:9][C:4]1[C:3]([F:10])=[C:2]([C:15]2[C:16]([C:17]#[N:18])=[CH:19][C:12]([F:11])=[CH:13][CH:14]=2)[C:7]([F:8])=[CH:6][CH:5]=1 |f:2.3,8.9.10.11.12|. Reported procedure: A solution of 3-bromo-2,4-difluorophenylamine (from Example 2, step b) (5.2 g, 25 mmol) and 5-fluoro-2-(4,4,5,5-tetramethyl-[1,3,2]dioxaborolan-2-yl)benzonitrile (7.10 g, 28.8 mmol) in tetrahydrofuran (95 ml) and water (5 ml) was treated with potassium fluoride (4.8 g, 82.5 mmol) and this mixture was degassed with nitrogen for 10 min before adding tris(dibenzylideneacetone)dipalladium(0) (460 mg, 0.5 mmol) and tri-tert-butylphosphine (2.5 ml of a 0.2 M solution in 1,4-dioxane, 0.5 mmol). The rea...